This data is from the Open Reaction Database (ORD), a public repository of structured organic reaction records. The task is: describe an organic reaction: reactants, conditions, products, and yield Starting materials: N1=CC=CC=C1 (pyridine), P(Br)(Br)Br (phosphorus tribromide), C(C1=CC=CC=C1)OC1=CC(=C(CO)C=C1)F (4-benzyloxy-2-fluoro-benzyl alcohol), C(C1=CC=CC=C1)OC1=CC(=C(CO)C=C1)F (4-benzyloxy-2-fluoro-benzyl alcohol). Run in C(C)OCC (diethyl ether), O (water). Yields the product C(C1=CC=CC=C1)OC1=CC(=C(CBr)C=C1)F (4-Benzyloxy-2-fluoro-benzyl bromide). RXN SMILES: [CH2:1]([O:8][C:9]1[CH:16]=[CH:15][C:12]([CH2:13]O)=[C:11]([F:17])[CH:10]=1)[C:2]1[CH:7]=[CH:6][CH:5]=[CH:4][CH:3]=1.N1C=CC=CC=1.P(Br)(Br)[Br:25]>C(OCC)C.O>[CH2:1]([O:8][C:9]1[CH:16]=[CH:15][C:12]([CH2:13][Br:25])=[C:11]([F:17])[CH:10]=1)[C:2]1[CH:7]=[CH:6][CH:5]=[CH:4][CH:3]=1. Reported procedure: A stirred, cooled (ice bath) solution of 4-benzyloxy-2-fluoro-benzyl alcohol (Compound 9, 15 g, 64.6 mmol) in anhydrous diethyl ether (100 mL) was treated with pyridine (5.75 mL, 71.1 mmol) followed by phosphorus tribromide (6.13 mL, 64.6 mmol). After 90 min. the reaction mixture was diluted with water and extracted with diethyl ether (×2). The combined organic phase was dried over anhydrous magnesium sulfate, filtered and evaporated in vacuo to afford the title product as an oil that solidified... Starting materials: CC(N)COc1cccc2ncnc(Nc3ccc(O)c(Cl)c3)c12, O=C(O)CO. Yields the product CC(COc1cccc2ncnc(Nc3ccc(O)c(Cl)c3)c12)NC(=O)CO. RXN SMILES: [NH2:6][CH:7]([CH2:8][O:9][c:10]1[c:11]2[c:12]([NH:20][c:21]3[cH:22][c:23]([Cl:28])[c:24]([OH:27])[cH:25][cH:26]3)[n:13][cH:14][n:15][c:16]2[cH:17][cH:18][cH:19]1)[CH3:29].[OH:1][CH2:2][C:3]([OH:4])=[O:5]>>[OH:1][CH2:2][C:3](=[O:5])[NH:6][CH:7]([CH2:8][O:9][c:10]1[c:11]2[c:12]([NH:20][c:21]3[cH:22][c:23]([Cl:28])[c:24]([OH:27])[cH:25][cH:26]3)[n:13][cH:14][n:15][c:16]2[cH:17][cH:18][cH:19]1)[CH3:29]. Starting materials: CC1(OC2=C(O1)C=CC(=C2)OCCCCOC2=C(C=C(C=C2Cl)OCC2=CC=CC=C2)Cl)C (2-[4-(2,2-dimethylbenzo[d]1,3-dioxolan-5-oxy)butoxy]-1,3-dichloro-5-(phenylmethoxy)benzene). The reagents and catalysts are [Pd] (palladium on carbon). Run in C(C)O (ethanol). The product is CC1(OC2=C(O1)C=CC(=C2)OCCCCOC2=C(C=C(C=C2Cl)O)Cl)C (4-[4-(2,2-dimethylbenzo[d]1,3-dioxolan-5-yloxy)butoxy]-3,5-dichlorophenol). Reaction SMILES: [CH3:1][C:2]1([CH3:33])[O:6][C:5]2[CH:7]=[CH:8][C:9]([O:11][CH2:12][CH2:13][CH2:14][CH2:15][O:16][C:17]3[C:22]([Cl:23])=[CH:21][C:20]([O:24]CC4C=CC=CC=4)=[CH:19][C:18]=3[Cl:32])=[CH:10][C:4]=2[O:3]1>[Pd].C(O)C>[CH3:1][C:2]1([CH3:33])[O:6][C:5]2[CH:7]=[CH:8][C:9]([O:11][CH2:12][CH2:13][CH2:14][CH2:15][O:16][C:17]3[C:18]([Cl:32])=[CH:19][C:20]([OH:24])=[CH:21][C:22]=3[Cl:23])=[CH:10][C:4]=2[O:3]1. Procedure: A mixture of 0.29 gram (0.59 millimole) of, 2-[4-(2,2-dimethylbenzo[d]1,3-dioxolan-5-oxy)butoxy]-1,3-dichloro-5-(phenylmethoxy)benzene and 0.05 gram (catalyst) of 10% palladium on carbon in 50 mL of ethanol was subjected to hydrogenation conditions using a Parr Hydrogenator, yielding 0.24 gram of the subject compound. The NMR spectrum was consistent with the proposed structure. Reactants: [Cr](=O)(=O)([O-])Cl.[NH+]1=CC=CC=C1 (pyridinium chlorochromate), C(C)(C)(C)C=1C=C2CC(CC2=CC1)CO (5-tert-butyl-2-indanmethanol). The solvent is ClCCl (dichloromethane), ClCCl (dichloromethane), CCOCC (ether). Reaction conditions: time 5 hour. Product: C(C)(C)(C)C=1C=C2CC(CC2=CC1)C=O (5-tert-butyl-2-indancarbaldehyde). Yield: 72.7%. Reaction SMILES: [Cr](Cl)([O-])(=O)=O.[NH+]1C=CC=CC=1.[C:12]([C:16]1[CH:17]=[C:18]2[C:22](=[CH:23][CH:24]=1)[CH2:21][CH:20]([CH2:25][OH:26])[CH2:19]2)([CH3:15])([CH3:14])[CH3:13]>ClCCl.CCOCC>[C:12]([C:16]1[CH:17]=[C:18]2[C:22](=[CH:23][CH:24]=1)[CH2:21][CH:20]([CH:25]=[O:26])[CH2:19]2)([CH3:15])([CH3:13])[CH3:14] |f:0.1|. Procedure details: To a suspension of pyridinium chlorochromate (PCC, Fluka, 3.24 g, 15 mmole) in dichloromethane (20ml), there was added at room temperature, a solution of 5-tert-butyl-2-indanmethanol (2.04 g, 10 mmole) in dichloromethane (10 ml). The mixture was stirred for 5 h at room temperature. It was diluted in ether (50 ml), filtered on CELITE®, then on a FLORISIL® column (Fluka), and concentrated. Bulb-to-bulb distillation provided 5-tert-butyl-2-indancarbaldehyde (1.47 g, purity>99%, yield 72%) as a colo... The reactants are COC(=O)c1cc([N+](C)(C)C)ccc1Cl, O=S(=O)([O-])C(F)(F)F, O, O=C(O)C(F)(F)F. The product is C[N+](C)(C)c1ccc(Cl)c(C(=O)O)c1, O=S(=O)([O-])C(F)(F)F. As a reaction SMILES: [Cl:9][c:10]1[c:11]([C:20](=[O:21])[O:22][CH3:23])[cH:12][c:13]([N+:16]([CH3:17])([CH3:18])[CH3:19])[cH:14][cH:15]1.[F:1][C:2]([S:3](=[O:4])(=[O:5])[O-:6])([F:7])[F:8].[OH2:31].[OH:24][C:25]([C:26]([F:27])([F:28])[F:29])=[O:30]>>[Cl:9][c:10]1[c:11]([C:20](=[O:21])[OH:22])[cH:12][c:13]([N+:16]([CH3:17])([CH3:18])[CH3:19])[cH:14][cH:15]1.[F:1][C:2]([S:3](=[O:4])(=[O:5])[O-:6])([F:7])[F:8]. Reactants: C(C)(=O)SC[C@@H]1CN(CCN1C[C@@H](C=1C(=C2COC(C2=CC1)=O)C)O)C(=O)OC(C)(C)C ((S)-tert-butyl 3-(acetylthiomethyl)-4-((R)-2-hydroxy-2-(4-methyl-1-oxo-1,3-dihydroisobenzofuran-5-yl)ethyl)piperazine-1-carboxylate), CC1=C(C=CC=2C(OCC21)=O)[C@@H]2OC2 (4-methyl-5-[(2S)-oxiran-2-yl]-2-benzofuran-1(3H)-one). The product is C(C)(=O)SC[C@@H]1CN(CCN1C[C@H](C=1C(=C2COC(C2=CC1)=O)C)O)C(=O)OC(C)(C)C ((S)-tert-butyl 3-(acetylthiomethyl)-4-((S)-2-hydroxy-2-(4-methyl-1-oxo-1,3-dihydroisobenzofuran-5-yl)ethyl)piperazine-1-carboxylate). RXN SMILES: [C:1]([S:4][CH2:5][C@H:6]1[N:11]([CH2:12][C@H:13]([OH:25])[C:14]2[C:15]([CH3:24])=[C:16]3[C:20](=[CH:21][CH:22]=2)[C:19](=[O:23])[O:18][CH2:17]3)[CH2:10][CH2:9][N:8]([C:26]([O:28][C:29]([CH3:32])([CH3:31])[CH3:30])=[O:27])[CH2:7]1)(=[O:3])[CH3:2].CC1C2COC(=O)C=2C=CC=1[C@H]1CO1>>[C:1]([S:4][CH2:5][C@H:6]1[N:11]([CH2:12][C@@H:13]([OH:25])[C:14]2[C:15]([CH3:24])=[C:16]3[C:20](=[CH:21][CH:22]=2)[C:19](=[O:23])[O:18][CH2:17]3)[CH2:10][CH2:9][N:8]([C:26]([O:28][C:29]([CH3:32])([CH3:31])[CH3:30])=[O:27])[CH2:7]1)(=[O:3])[CH3:2]. Reported procedure: Synthesis is analogous to that for (S)-tert-butyl 3-(acetylthiomethyl)-4-((R)-2-hydroxy-2-(4-methyl-1-oxo-1,3-dihydroisobenzofuran-5-yl)ethyl)piperazine-1-carboxylate starting from 4-methyl-5-[(2S)-oxiran-2-yl]-2-benzofuran-1(3H)-one: LC/MS: [(M+1)]+=465.3; Reactants: CCOC(=O)c1sc(-n2cnc3cc(OC)c(OC)cc32)nc1-c1ccccc1, C1CCOC1, [Na+], [OH-], O. The product is COc1cc2ncn(-c3nc(-c4ccccc4)c(C(=O)O)s3)c2cc1OC. Reaction SMILES: [CH2:1]([CH3:2])[O:3][C:4](=[O:5])[c:6]1[c:7](-[c:24]2[cH:25][cH:26][cH:27][cH:28][cH:29]2)[n:8][c:9](-[n:11]2[cH:12][n:13][c:14]3[c:15]2[cH:16][c:17]([O:22][CH3:23])[c:18]([O:20][CH3:21])[cH:19]3)[s:10]1.[CH2:33]1[O:34][CH2:35][CH2:36][CH2:37]1.[Na+:31].[OH-:30].[OH2:32]>>[O:3]=[C:4]([OH:5])[c:6]1[c:7](-[c:24]2[cH:25][cH:26][cH:27][cH:28][cH:29]2)[n:8][c:9](-[n:11]2[cH:12][n:13][c:14]3[c:15]2[cH:16][c:17]([O:22][CH3:23])[c:18]([O:20][CH3:21])[cH:19]3)[s:10]1. The reactants are CC1(C=2C(=CC(=CC2C(CC1)(C)C)[Se]C#CC1=CC=C(C(=O)OC)C=C1)OCC1=CC=C(C=C1)Br)C (methyl 4-[5,5,8,8-tetramethyl-4-(4-bromobenzyloxy)-5,6,7,8-tetrahydro-2-naphthylselanylethynyl]benzoate), [OH-].[Na+] (sodium hydroxide). Yields the product BrC1=CC=C(COC2=CC(=CC=3C(CCC(C23)(C)C)(C)C)[Se]C#CC2=CC=C(C(=O)O)C=C2)C=C1 (4-[4-(4-bromobenzyloxy)-5,5,8,8-tetramethyl-5,6,7,8,-tetrahydro-2-naphthylselanylethynyl]benzoic acid). RXN SMILES: [CH3:1][C:2]1([CH3:36])[CH2:11][CH2:10][C:9]([CH3:13])([CH3:12])[C:8]2[CH:7]=[C:6]([Se:14][C:15]#[C:16][C:17]3[CH:26]=[CH:25][C:20]([C:21]([O:23]C)=[O:22])=[CH:19][CH:18]=3)[CH:5]=[C:4]([O:27][CH2:28][C:29]3[CH:34]=[CH:33][C:32]([Br:35])=[CH:31][CH:30]=3)[C:3]1=2.[OH-].[Na+]>>[Br:35][C:32]1[CH:31]=[CH:30][C:29]([CH2:28][O:27][C:4]2[C:3]3[C:2]([CH3:1])([CH3:36])[CH2:11][CH2:10][C:9]([CH3:13])([CH3:12])[C:8]=3[CH:7]=[C:6]([Se:14][C:15]#[C:16][C:17]3[CH:26]=[CH:25][C:20]([C:21]([OH:23])=[O:22])=[CH:19][CH:18]=3)[CH:5]=2)=[CH:34][CH:33]=1 |f:1.2|. Reported procedure: In a manner similar to that of Example 1g, by reacting 320 mg (0.5 mmol) of methyl 4-[5,5,8,8-tetramethyl-4-(4-bromobenzyloxy)-5,6,7,8-tetrahydro-2-naphthylselanylethynyl]benzoate with 110 mg of sodium hydroxide. A white crystallized solid is obtained (m=240 mg; yield=66%; m.p.=265° C.). The reactants are ClC1=C(OCC2(COC2)CO)C=CC(=C1)C(F)(F)F ([3-(2-chloro-4-trifluoromethylphenoxymethyl)oxetan-3-yl]-methanol), OC1=CC=C(C=C1)C(CC(=O)OC)C#CC (methyl 3-(4-hydroxyphenyl)hex-4-ynoate). Yields the product ClC1=C(OCC2(COC2)COC2=CC=C(C=C2)C(CC(=O)O)C#CC)C=CC(=C1)C(F)(F)F (3-{4-[3-(2-chloro-4-trifluoromethylphenoxymethyl)oxetan-3-ylmethoxy]phenyl}hex-4-ynoic acid). RXN SMILES: [Cl:1][C:2]1[CH:15]=[C:14]([C:16]([F:19])([F:18])[F:17])[CH:13]=[CH:12][C:3]=1[O:4][CH2:5][C:6]1([CH2:10][OH:11])[CH2:9][O:8][CH2:7]1.O[C:21]1[CH:26]=[CH:25][C:24]([CH:27]([C:33]#[C:34][CH3:35])[CH2:28][C:29]([O:31]C)=[O:30])=[CH:23][CH:22]=1>>[Cl:1][C:2]1[CH:15]=[C:14]([C:16]([F:18])([F:17])[F:19])[CH:13]=[CH:12][C:3]=1[O:4][CH2:5][C:6]1([CH2:10][O:11][C:21]2[CH:26]=[CH:25][C:24]([CH:27]([C:33]#[C:34][CH3:35])[CH2:28][C:29]([OH:31])=[O:30])=[CH:23][CH:22]=2)[CH2:7][O:8][CH2:9]1. Procedure: Analogously to example 1, [3-(2-chloro-4-trifluoromethylphenoxymethyl)oxetan-3-yl]-methanol and methyl 3-(4-hydroxyphenyl)hex-4-ynoate were used to obtain 3-{4-[3-(2-chloro-4-trifluoromethylphenoxymethyl)oxetan-3-ylmethoxy]phenyl}hex-4-ynoic acid.